From a dataset of the Open Reaction Database (ORD), a public repository of structured organic reaction records. describe an organic reaction: reactants, conditions, products, and yield The reactants are [Li+], CCOC(=O)CSCC1(c2ccc3c(c2)OCO3)OCC(C)(C)CO1, [OH-], O. The product is CC1(C)COC(CSCC(=O)O)(c2ccc3c(c2)OCO3)OC1. As a reaction SMILES: [Li+:27].[O:1]1[CH2:2][O:3][c:4]2[c:5]1[cH:6][cH:7][c:8]([C:10]1([CH2:18][S:19][CH2:20][C:21](=[O:22])[O:23][CH2:24][CH3:25])[O:11][CH2:12][C:13]([CH3:16])([CH3:17])[CH2:14][O:15]1)[cH:9]2.[OH-:26].[OH2:28]>>[O:1]1[CH2:2][O:3][c:4]2[c:5]1[cH:6][cH:7][c:8]([C:10]1([CH2:18][S:19][CH2:20][C:21](=[O:22])[OH:23])[O:11][CH2:12][C:13]([CH3:16])([CH3:17])[CH2:14][O:15]1)[cH:9]2. The reactants are ClC=1SC=C(N1)C(=O)O (2-chlorothiazole-4-carboxylic acid), S(=O)(Cl)Cl (thionyl chloride), BrC1=C(N)C(=CC(=C1)C(C(F)(F)F)(C(F)(F)F)F)C(F)(F)F (2-bromo-4-(perfluoropropan-2-yl)-6-(trifluoromethyl)aniline), ClC=1SC=C(N1)C(=O)Cl (2-chlorothiazole-4-carbonylchloride). Yields the product BrC1=C(C(=CC(=C1)C(C(F)(F)F)(C(F)(F)F)F)C(F)(F)F)NC(=O)C=1N=C(SC1)Cl (N-(2-bromo-4-(perfluoropropan-2-yl)-6-(trifluoromethyl)phenyl)-2-chlorothiazole-4-carboxamide). As a reaction SMILES: [Cl:1][C:2]1[S:3][CH:4]=[C:5]([C:7](Cl)=[O:8])[N:6]=1.ClC1SC=C(C(O)=O)N=1.S(Cl)(Cl)=O.[Br:23][C:24]1[CH:30]=[C:29]([C:31]([F:40])([C:36]([F:39])([F:38])[F:37])[C:32]([F:35])([F:34])[F:33])[CH:28]=[C:27]([C:41]([F:44])([F:43])[F:42])[C:25]=1[NH2:26]>>[Br:23][C:24]1[CH:30]=[C:29]([C:31]([F:40])([C:32]([F:34])([F:35])[F:33])[C:36]([F:37])([F:39])[F:38])[CH:28]=[C:27]([C:41]([F:42])([F:43])[F:44])[C:25]=1[NH:26][C:7]([C:5]1[N:6]=[C:2]([Cl:1])[S:3][CH:4]=1)=[O:8]. Procedure details: According to the method of 4-3 of Example 4, a target compound was prepared from 2-chlorothiazole-4-carbonylchloride prepared from 2-chlorothiazole-4-carboxylic acid and thionyl chloride, and 2-bromo-4-(perfluoropropan-2-yl)-6-(trifluoromethyl)aniline obtained in 1-2 of Example 1.